From a dataset of the Open Reaction Database (ORD), a public repository of structured organic reaction records. describe an organic reaction: reactants, conditions, products, and yield Reactants: CN(C)C=O, Cc1oc(-c2ccccc2)nc1CCl, [H-], [Na+], O, CCOC(=O)CCc1cn(Cc2ccc3cc(O)ccc3c2)cc1-c1ccccc1. Yields the product CCOC(=O)CCc1cn(Cc2ccc3cc(OCc4nc(-c5ccccc5)oc4C)ccc3c2)cc1-c1ccccc1. RXN SMILES: [CH3:48][N:49]([CH3:50])[CH:51]=[O:52].[Cl:33][CH2:34][c:35]1[n:36][c:37](-[c:41]2[cH:42][cH:43][cH:44][cH:45][cH:46]2)[o:38][c:39]1[CH3:40].[H-:1].[Na+:2].[OH2:47].[OH:3][c:4]1[cH:5][c:6]2[cH:7][cH:8][c:9]([CH2:14][n:15]3[cH:16][c:17]([CH2:26][CH2:27][C:28](=[O:29])[O:30][CH2:31][CH3:32])[c:18](-[c:20]4[cH:21][cH:22][cH:23][cH:24][cH:25]4)[cH:19]3)[cH:10][c:11]2[cH:12][cH:13]1>>[O:3]([c:4]1[cH:5][c:6]2[cH:7][cH:8][c:9]([CH2:14][n:15]3[cH:16][c:17]([CH2:26][CH2:27][C:28](=[O:29])[O:30][CH2:31][CH3:32])[c:18](-[c:20]4[cH:21][cH:22][cH:23][cH:24][cH:25]4)[cH:19]3)[cH:10][c:11]2[cH:12][cH:13]1)[CH2:34][c:35]1[n:36][c:37](-[c:41]2[cH:42][cH:43][cH:44][cH:45][cH:46]2)[o:38][c:39]1[CH3:40]. Reactants: Cc1cc(CCN2C(=O)c3ccccc3C2=O)n(Cc2ccccc2)n1, CO, CCO, ClCCl, NN. Product: Cc1cc(CCN)n(Cc2ccccc2)n1. RXN SMILES: [CH2:1]([c:2]1[cH:3][cH:4][cH:5][cH:6][cH:7]1)[n:8]1[n:9][c:10]([CH3:26])[cH:11][c:12]1[CH2:13][CH2:14][N:15]1[C:16](=[O:17])[c:18]2[c:19]([cH:20][cH:21][cH:22][cH:23]2)[C:24]1=[O:25].[CH3:29][OH:30].[CH3:34][CH2:35][OH:36].[Cl:31][CH2:32][Cl:33].[NH2:27][NH2:28]>>[CH2:1]([c:2]1[cH:3][cH:4][cH:5][cH:6][cH:7]1)[n:8]1[n:9][c:10]([CH3:26])[cH:11][c:12]1[CH2:13][CH2:14][NH2:15]. Yields the product C1(=CC=CC=C1)N1C(N2C(=CNC=3CCCCC23)C1=O)=O (2-Phenyl-6,7,8,9-tetrahydro-imidazo[1,5,a]quinoxaline-1,3(2H,5H)-dione). As a reaction SMILES: [C:1]1([N:7]2[C:11](=[O:12])[C:10](=[CH:13][N:14]([CH3:16])C)[NH:9][C:8]2=[O:17])[CH:6]=[CH:5][CH:4]=[CH:3][CH:2]=1.[K].[O-][CH2:20][CH2:21][CH2:22][CH3:23].[C:24](O)(=O)C>CN(C)C=O.O1CCCC1>[C:1]1([N:7]2[C:11](=[O:12])[C:10]3=[CH:13][NH:14][C:16]4[CH2:23][CH2:22][CH2:21][CH2:20][C:24]=4[N:9]3[C:8]2=[O:17])[CH:2]=[CH:3][CH:4]=[CH:5][CH:6]=1 |^1:17|. Run at time 30 minute. Solvent: CN(C=O)C (dimethylformamide), O1CCCC1 (tetrahydrofuran). The reactants are C(C)(=O)O (Acetic acid), C1(=CC=CC=C1)N1C(NC(C1=O)=CN(C)C)=O (3-Phenyl-5-(dimethylaminomethylene)-imidazoline-2,4-dione), [K] (potassium), [O-]CCCC (butoxide). Reported procedure: To a solution of 3-Phenyl-5-(dimethylaminomethylene)-imidazoline-2,4-dione (1.3 g) in dimethylformamide (20 mL) at 0° C was added 1M potassium terr-butoxide (5 mL ) in tetrahydrofuran. After 5 min 2-Chlorocycloxeanone (700 mg) was added and the mixture was stirred for 30 min. Acetic acid (1 mL) was added and the solvent was removed at reduced pressure. To the resulting residue was added ammonium acetate (10 gm) and acetic acid (25 ml) and the mixture was heated to reflux for 4 h. The solvent was... Starting materials: ( E ), C(=C/CCCCCCCCCCC)/C=1C=C(OC1)[Si](C)(C)C ((Z)-4-(1-tridecenyl)-2-trimethylsilylfuran). The reagents and catalysts are [Pd] (palladium). The solvent is C(C)OCC (ethyl ether). Reaction conditions: time 7 hour. Yields the product C(CCCCCCCCCCCC)C=1C=C(OC1)[Si](C)(C)C (4-tridecyl-2-trimethylsilylfuran). RXN SMILES: [CH:1](/[C:14]1[CH:15]=[C:16]([Si:19]([CH3:22])([CH3:21])[CH3:20])[O:17][CH:18]=1)=[CH:2]/[CH2:3][CH2:4][CH2:5][CH2:6][CH2:7][CH2:8][CH2:9][CH2:10][CH2:11][CH2:12][CH3:13]>C(OCC)C.[Pd]>[CH2:1]([C:14]1[CH:15]=[C:16]([Si:19]([CH3:22])([CH3:21])[CH3:20])[O:17][CH:18]=1)[CH2:2][CH2:3][CH2:4][CH2:5][CH2:6][CH2:7][CH2:8][CH2:9][CH2:10][CH2:11][CH2:12][CH3:13]. Reported procedure: A mixture of (E), (Z)-4-(1-tridecenyl)-2-trimethylsilylfuran (2.0 g, 6.25 mmol) and 10% palladium or carbon (20 mg) in ethyl ether (10 ml) was hydrogenated at room temperature for 7 h. The mixture was filtered through celite and the filtrate upon evaporation gave essentially pure 4-tridecyl-2-trimethylsilylfuran. The silylfuran was redissolved in tetrahydrofuran (8 ml) and was exposed to singlet oxygen, in the presence of Rose Bengal (5 mg), for 2 h at 0°. The residue, after solvent removal, was... The reactants are N1C=CC2=CC=C(C=C12)C(=O)OC (methyl indole-6-carboxylate), [Cl-].[Al+3].[Cl-].[Cl-] (aluminum chloride), C(C)(=O)Cl (acetyl chloride), C(O)([O-])=O.[Na+] (sodium hydrogen carbonate). Run in ClCCl (dichloromethane). Reaction conditions: time 1 hour. The product is C(C)(=O)C1=CNC2=CC(=CC=C12)C(=O)OC (methyl 3-acetyl-1H-indole-6-carboxylate). As a reaction SMILES: [NH:1]1[C:9]2[C:4](=[CH:5][CH:6]=[C:7]([C:10]([O:12][CH3:13])=[O:11])[CH:8]=2)[CH:3]=[CH:2]1.[Cl-].[Al+3].[Cl-].[Cl-].[C:18](Cl)(=[O:20])[CH3:19].C(=O)([O-])O.[Na+]>ClCCl>[C:18]([C:3]1[C:4]2[C:9](=[CH:8][C:7]([C:10]([O:12][CH3:13])=[O:11])=[CH:6][CH:5]=2)[NH:1][CH:2]=1)(=[O:20])[CH3:19] |f:1.2.3.4,6.7|. Procedure: To a solution of methyl indole-6-carboxylate (1.01 g) in dichloromethane (30 mL) were added aluminum chloride (1.53 g) and acetyl chloride (0.5 mL) at room temperature, and then the reaction mixture was stirred at room temperature for 1 hour. To the reaction mixture was added a saturated aqueous solution of sodium hydrogen carbonate, and extracted with ethyl acetate. The obtained organic layer was dried over anhydrous sodium sulfate, filtered, and the filtrate was concentrated under reduced pres...